This data is from the Open Reaction Database (ORD), a public repository of structured organic reaction records. The task is: describe an organic reaction: reactants, conditions, products, and yield Reactants: N=C(C)NNC(C1=CC=C(C=C1)Cl)=O (4-chloro-benzoic acid N′-(1-imino-ethyl)-hydrazide), product. Solvent: C(Cl)(Cl)Cl (chloroform). The product is ClC1=CC=C(C=C1)C1=NNC(=N1)C (3-(4-chloro-phenyl)-5-methyl-1H-[1,2,4]triazole). Isolated yield 21.9%. Reaction SMILES: [NH:1]=[C:2]([NH:4][NH:5][C:6](=O)[C:7]1[CH:12]=[CH:11][C:10]([Cl:13])=[CH:9][CH:8]=1)[CH3:3]>C(Cl)(Cl)Cl>[Cl:13][C:10]1[CH:11]=[CH:12][C:7]([C:6]2[N:1]=[C:2]([CH3:3])[NH:4][N:5]=2)=[CH:8][CH:9]=1. Procedure: 6.10 g (28.8 mmol) 4-chloro-benzoic acid N′-(1-imino-ethyl)-hydrazide are heated to 180° C. for 30 minutes. After cooling 2.3 g product are obtained from the residue by recrystallisation in chloroform. Evaporation of the mother liquor and subsequent purification of the residue by chromatography (silica gel, petroleum ether/ethyl acetate=1:6) yield an additional 1.22 g of product. White solid. Reactants: [OH-].[Na+] (sodium hydroxide), Cl (hydrochloric acid), [Sn] (tin), [N+](=O)([O-])C1=CC=C(C(=O)N(C2=C(C=CC=C2)OC)CCN2CCC(CC2)C(C2=CC=C(C=C2)F)=O)C=C1 (4-Nitro-N-{2-[4-(4-fluorobenzoyl)piperidino]ethyl}-N-(2-methoxyphenyl)benzamide). The solvent is CO (methanol), C(Cl)(Cl)Cl (chloroform), ice water. Conditions: time 1 hour. Product: NC1=CC=C(C(=O)N(C2=C(C=CC=C2)OC)CCN2CCC(CC2)C(C2=CC=C(C=C2)F)=O)C=C1 (4-Amino-N-{2[4-(4-fluorobenzoyl)piperidino]ethyl}-N-(2-methoxy-phenyl)benzamide). Isolated yield 98.3%. As a reaction SMILES: [N+:1]([C:4]1[CH:37]=[CH:36][C:7]([C:8]([N:10]([CH2:19][CH2:20][N:21]2[CH2:26][CH2:25][CH:24]([C:27](=[O:35])[C:28]3[CH:33]=[CH:32][C:31]([F:34])=[CH:30][CH:29]=3)[CH2:23][CH2:22]2)[C:11]2[CH:16]=[CH:15][CH:14]=[CH:13][C:12]=2[O:17][CH3:18])=[O:9])=[CH:6][CH:5]=1)([O-])=O.Cl.[Sn].[OH-].[Na+]>CO.C(Cl)(Cl)Cl>[NH2:1][C:4]1[CH:5]=[CH:6][C:7]([C:8]([N:10]([CH2:19][CH2:20][N:21]2[CH2:26][CH2:25][CH:24]([C:27](=[O:35])[C:28]3[CH:29]=[CH:30][C:31]([F:34])=[CH:32][CH:33]=3)[CH2:23][CH2:22]2)[C:11]2[CH:16]=[CH:15][CH:14]=[CH:13][C:12]=2[O:17][CH3:18])=[O:9])=[CH:36][CH:37]=1 |f:3.4,^3:38|. Reported procedure: 4-Nitro-N-{2-[4-(4-fluorobenzoyl)piperidino]ethyl}-N-(2-methoxyphenyl)benzamide (264.0 mg, 0.52 mmol) was dissolved in methanol (5 ml) to which were subsequently added concentrated hydrochloric acid (2.0 ml) and tin (powder, 186.0 mg, 1.57 mmol) while cooling in an ice bath. After 1 hour of stirring at room temperature, the reaction solution was poured in ice water, adjusted to pH 9 to 10 with 10% sodium hydroxide aqueous solution, mixed with chloroform and then passed through cerite to remove i... The reactants are NC=1SC(=C(N1)C)C=1C=C(C(=NC1)Cl)NS(=O)(=O)C (N-[5-(2-Amino-4-methyl-1,3-thiazol-5-yl)-2-chloropyridin-3-yl]methanesulfonamide), C(C1=CC=CC=C1)(=O)O (benzoic acid), C(C)(C)N(CC)C(C)C (diisopropylethylamine), 2-(7-azabenzotriazol-1-yl)-1,1,3,3-tetramethyluronium hexafluorophosphate(V). The solvent is CC(=O)N(C)C (DMA). Reaction conditions: time 5 minute. The product is ClC1=C(C=C(C=N1)C1=C(N=C(S1)NC(C1=CC=CC=C1)=O)C)NS(=O)(=O)C (N-[5-(6-Chloro-5-methylsulfonylaminopyridin-3-yl)-4-methyl-1,3-thiazol-2-yl]benzamide). Yield: 40.0%. RXN SMILES: [C:1]([OH:9])(=O)[C:2]1[CH:7]=[CH:6][CH:5]=[CH:4][CH:3]=1.C(N(C(C)C)CC)(C)C.[NH2:19][C:20]1[S:21][C:22]([C:26]2[CH:27]=[C:28]([NH:33][S:34]([CH3:37])(=[O:36])=[O:35])[C:29]([Cl:32])=[N:30][CH:31]=2)=[C:23]([CH3:25])[N:24]=1>CC(N(C)C)=O>[Cl:32][C:29]1[N:30]=[CH:31][C:26]([C:22]2[S:21][C:20]([NH:19][C:1](=[O:9])[C:2]3[CH:3]=[CH:4][CH:5]=[CH:6][CH:7]=3)=[N:24][C:23]=2[CH3:25])=[CH:27][C:28]=1[NH:33][S:34]([CH3:37])(=[O:36])=[O:35]. Procedure details: A mixture of benzoic acid (27 mg), diisopropylethylamine (0.053 mL), 2-(7-azabenzotriazol-1-yl)-1,1,3,3-tetramethyluronium hexafluorophosphate(V) (84 mg) and DMA (0.5 mL) was stirred at room temperature under an atmosphere of nitrogen for 5 minutes. N-[5-(2-Amino-4-methyl-1,3-thiazol-5-yl)-2-chloropyridin-3-yl]methanesulfonamide (32 mg) was added and the mixture was stirred and heated to 80° C. for 30 minutes. The solvent was evaporated and the residue was triturated under water. The resultant g... Reactants: ClCC(=O)N1CCCC2=CC=CC=C12 (2-Chloro-1-(3,4-dihydro-2H-quinolin-1-yl)ethanone), ClC1=CC2=C(N=C(S2)S)C=C1 (6-chlorobenzo[d]thiazole-2-thiol). The product is ClC1=CC2=C(N=C(S2)SCC(=O)N2CCCC3=CC=CC=C23)C=C1 (2-(6-Chloro-benzothiazol-2-ylsulfanyl)-1-(3,4-dihydro-2H-quinolin-1-yl)-ethanone). The yield is 73.0%. As a reaction SMILES: Cl[CH2:2][C:3]([N:5]1[C:14]2[C:9](=[CH:10][CH:11]=[CH:12][CH:13]=2)[CH2:8][CH2:7][CH2:6]1)=[O:4].[Cl:15][C:16]1[CH:25]=[CH:24][C:19]2[N:20]=[C:21]([SH:23])[S:22][C:18]=2[CH:17]=1>>[Cl:15][C:16]1[CH:25]=[CH:24][C:19]2[N:20]=[C:21]([S:23][CH2:2][C:3]([N:5]3[C:14]4[C:9](=[CH:10][CH:11]=[CH:12][CH:13]=4)[CH2:8][CH2:7][CH2:6]3)=[O:4])[S:22][C:18]=2[CH:17]=1. Reported procedure: The title compound was synthesized according to General Procedure A using compound 4 as the electrophile and 6-chlorobenzo[d]thiazole-2-thiol as the nucleophile to yield 25 as a white solid (73%): MS m/z: 375 (M+H)+. Anal. Calcd. For, C18H15ClN2OS2: C, 57.67; H, 4.03; N, 7.47; S, 17.11; Cl, 9.46. Found: C, 57.50; H, 4.05; N, 7.48; S, 16.86; Cl, 9.74. The reactants are CCOC(=O)c1cc([N+](=O)[O-])cn1CCC(C)C, CO, [Na+], [OH-]. Product: CC(C)CCn1cc([N+](=O)[O-])cc1C(=O)O. RXN SMILES: [CH2:1]([CH3:2])[O:3][C:4](=[O:5])[c:6]1[n:7]([CH2:14][CH2:15][CH:16]([CH3:17])[CH3:18])[cH:8][c:9]([N+:11](=[O:12])[O-:13])[cH:10]1.[CH3:21][OH:22].[Na+:20].[OH-:19]>>[O:3]=[C:4]([OH:5])[c:6]1[n:7]([CH2:14][CH2:15][CH:16]([CH3:17])[CH3:18])[cH:8][c:9]([N+:11](=[O:12])[O-:13])[cH:10]1. Run at temperature 0 celsius, time 1 hour. RXN SMILES: C(N1CCOCC1)C.C1CCC(N=C=NC2CCCCC2)CC1.[NH:24]([C:36]([O:38][CH2:39][CH:40]1[C:52]2[C:47](=[CH:48][CH:49]=[CH:50][CH:51]=2)[C:46]2[C:41]1=[CH:42][CH:43]=[CH:44][CH:45]=2)=[O:37])[C@@H:25]([C:33]([OH:35])=O)[CH2:26][C:27]1[CH:32]=[N:31][CH:30]=[CH:29][CH:28]=1.Cl.[NH2:54][C@H:55]([C:62]([NH:64][C@H:65]([C:78]([O:80][C:81]([CH3:84])([CH3:83])[CH3:82])=[O:79])[CH2:66][C:67]1[CH:72]=[CH:71][C:70]([O:73][C:74]([CH3:77])([CH3:76])[CH3:75])=[CH:69][CH:68]=1)=[O:63])[CH2:56][O:57][C:58]([CH3:61])([CH3:60])[CH3:59].C1C=CC2N(O)N=NC=2C=1>CN(C)C=O>[NH:24]([C:36]([O:38][CH2:39][CH:40]1[C:52]2[C:47](=[CH:48][CH:49]=[CH:50][CH:51]=2)[C:46]2[C:41]1=[CH:42][CH:43]=[CH:44][CH:45]=2)=[O:37])[C@@H:25]([C:33]([NH:54][C@H:55]([C:62]([NH:64][C@H:65]([C:78]([O:80][C:81]([CH3:84])([CH3:83])[CH3:82])=[O:79])[CH2:66][C:67]1[CH:72]=[CH:71][C:70]([O:73][C:74]([CH3:76])([CH3:75])[CH3:77])=[CH:69][CH:68]=1)=[O:63])[CH2:56][O:57][C:58]([CH3:60])([CH3:61])[CH3:59])=[O:35])[CH2:26][C:27]1[CH:32]=[N:31][CH:30]=[CH:29][CH:28]=1. Procedure: 1.3 ml of ethylmorpholine and 2.2 g of DCC are added to a stirred solution of 3.88 g of Fmoc-D-Pal-OH (10 mmol), 4.73 g of HCl.H-Ser(tBu)-Tyr(tBu)-OtBu and 1.35 g of HOBt in 40 ml of dimethylformamide at 0° C. The mixture is stirred at 0° C. for 1 hour and left to stand at room temperature overnight. The precipitate is filtered off with suction and the residue is dissolved in ethyl acetate. The solution is extracted successively with water, saturated NaHCO3 solution, KHSO4 buffer and water, drie... Yields the product N([C@H](CC1=CC=CN=C1)C(=O)N[C@@H](COC(C)(C)C)C(=O)N[C@@H](CC1=CC=C(C=C1)OC(C)(C)C)C(=O)OC(C)(C)C)C(=O)OCC1C2=CC=CC=C2C2=CC=CC=C12 (Fmoc-D-Pal-Ser(tBu)-Tyr(tBu)-OtBu). Reactants: C(C)N1CCOCC1 (ethylmorpholine), C1CCC(CC1)N=C=NC2CCCCC2 (DCC), N([C@H](CC1=CC=CN=C1)C(=O)O)C(=O)OCC1C2=CC=CC=C2C2=CC=CC=C12 (Fmoc-D-Pal-OH), Cl (HCl), N[C@@H](COC(C)(C)C)C(=O)N[C@@H](CC1=CC=C(C=C1)OC(C)(C)C)C(=O)OC(C)(C)C (H-Ser(tBu)-Tyr(tBu)-OtBu), C=1C=CC2=C(C1)N=NN2O (HOBt). Run in CN(C=O)C (dimethylformamide). The reactants are BrC1=C(C=2N(C=C1)C(N(N2)COC)=O)I (7-bromo-8-iodo-2-(methoxymethyl)-[1,2,4]triazolo[4,3-a]pyridin-3(2H)-one), ClC1=CC=C(C=C1)B(O)O (4-chlorophenylboronic acid), C(=O)([O-])[O-].[K+].[K+] (K2CO3). Reagents/catalysts: C=1C=CC(=CC1)[P](C=2C=CC=CC2)(C=3C=CC=CC3)[Pd]([P](C=4C=CC=CC4)(C=5C=CC=CC5)C=6C=CC=CC6)([P](C=7C=CC=CC7)(C=8C=CC=CC8)C=9C=CC=CC9)[P](C=1C=CC=CC1)(C=1C=CC=CC1)C=1C=CC=CC1 (Pd(PPh3)4). The solvent is O1CCOCC1 (1,4-dioxane), O (H2O), O (H2O). Reaction conditions: temperature 20 celsius. Yields the product BrC1=C(C=2N(C=C1)C(N(N2)COC)=O)C2=CC=C(C=C2)Cl (7-bromo-8-(4-chlorophenyl)-2-(methoxymethyl)-[1,2,4]triazolo[4,3-a]pyridin-3(2H)-one). Yield: 94.9%. RXN SMILES: [Br:1][C:2]1[CH:7]=[CH:6][N:5]2[C:8](=[O:14])[N:9]([CH2:11][O:12][CH3:13])[N:10]=[C:4]2[C:3]=1I.[Cl:16][C:17]1[CH:22]=[CH:21][C:20](B(O)O)=[CH:19][CH:18]=1.C([O-])([O-])=O.[K+].[K+]>O1CCOCC1.O.C1C=CC([P]([Pd]([P](C2C=CC=CC=2)(C2C=CC=CC=2)C2C=CC=CC=2)([P](C2C=CC=CC=2)(C2C=CC=CC=2)C2C=CC=CC=2)[P](C2C=CC=CC=2)(C2C=CC=CC=2)C2C=CC=CC=2)(C2C=CC=CC=2)C2C=CC=CC=2)=CC=1>[Br:1][C:2]1[CH:7]=[CH:6][N:5]2[C:8](=[O:14])[N:9]([CH2:11][O:12][CH3:13])[N:10]=[C:4]2[C:3]=1[C:20]1[CH:21]=[CH:22][C:17]([Cl:16])=[CH:18][CH:19]=1 |f:2.3.4,^1:42,44,63,82|. Procedure: To a degassed mixture of 7-bromo-8-iodo-2-(methoxymethyl)-[1,2,4]triazolo[4,3-a]pyridin-3(2H)-one (3.0 g, 7.8 mmol), 4-chlorophenylboronic acid (1.32 g, 8.6 mmol) and K2CO3 (2.16 g, 15.6 mmol) in 1,4-dioxane (42 mL) and H2O (14 mL) under argon at 20° C. was added Pd(PPh3)4 (450 mg, 0.39 mmol). The reaction mixture was refluxed for 40 h under argon and then cooled to 20° C. The reaction mixture was diluted with H2O (30 mL) and extracted with EtOAc (3×50 mL). The combined organic extract was washe...